From a dataset of the Open Reaction Database (ORD), a public repository of structured organic reaction records. describe an organic reaction: reactants, conditions, products, and yield Reactants: CC1Oc2c(C(=O)O)cc(Br)cc2N(C)C1=O, CN1CCOCC1, ClC(Cl)Cl, [Cl-], NC1CN2CCC1CC2. The product is CC1Oc2c(C(=O)NC3CN4CCC3CC4)cc(Br)cc2N(C)C1=O. Reaction SMILES: [Br:18][c:19]1[cH:20][c:21]([C:32](=[O:33])[OH:34])[c:22]2[c:23]([cH:31]1)[N:24]([CH3:30])[C:25](=[O:29])[CH:26]([CH3:28])[O:27]2.[CH3:10][N:11]1[CH2:12][CH2:13][O:14][CH2:15][CH2:16]1.[CH:35]([Cl:36])([Cl:37])[Cl:38].[Cl-:17].[NH2:1][CH:2]1[CH2:3][N:4]2[CH2:5][CH2:6][CH:7]1[CH2:8][CH2:9]2>>[NH:1]([CH:2]1[CH2:3][N:4]2[CH2:5][CH2:6][CH:7]1[CH2:8][CH2:9]2)[C:32]([c:21]1[cH:20][c:19]([Br:18])[cH:31][c:23]2[c:22]1[O:27][CH:26]([CH3:28])[C:25](=[O:29])[N:24]2[CH3:30])=[O:33]. Reactants: C1(CC1)C1=NC=2C(N1)=CSC2 (2-cyclopropyl-1H-thieno[3,4-d]imidazole), BrCC1=CC2=C(/C(/C3=C(OC2)C=C(C=C3)F)=C(\C#N)/C)C=C1 ((E)-2-[8-(bromomethyl)-3-fluorodibenzo[b,e]oxepin-11(6H)-ylidene]propanenitrile). Product: C1(CC1)C1=NC=2C(N1CC1=CC3=C(/C(/C4=C(OC3)C=C(C=C4)F)=C(\C#N)/C)C=C1)=CSC2 ((E)-2-{8-[(2-cyclopropyl-1H-thieno[3,4-d]imidazol-1-yl)methyl]-3-fluorodibenzo[b,e]oxepin-11(6H)-ylidene}propanenitrile). The yield is 94.0%. RXN SMILES: [CH:1]1([C:4]2[NH:8][C:7]3=[CH:9][S:10][CH:11]=[C:6]3[N:5]=2)[CH2:3][CH2:2]1.Br[CH2:13][C:14]1[CH:33]=[CH:32][C:17]2/[C:18](=[C:28](/[CH3:31])\[C:29]#[N:30])/[C:19]3[CH:26]=[CH:25][C:24]([F:27])=[CH:23][C:20]=3[O:21][CH2:22][C:16]=2[CH:15]=1>>[CH:1]1([C:4]2[N:8]([CH2:13][C:14]3[CH:33]=[CH:32][C:17]4/[C:18](=[C:28](/[CH3:31])\[C:29]#[N:30])/[C:19]5[CH:26]=[CH:25][C:24]([F:27])=[CH:23][C:20]=5[O:21][CH2:22][C:16]=4[CH:15]=3)[C:7]3=[CH:9][S:10][CH:11]=[C:6]3[N:5]=2)[CH2:3][CH2:2]1. Procedure details: [step 2] Using 2-cyclopropyl-1H-thieno[3,4-d]imidazole (65 mg, 0.40 mmol) obtained in step 1 and (E)-2-[8-(bromomethyl)-3-fluorodibenzo[b,e]oxepin-11(6H)-ylidene]propanenitrile (145 mg, 0.40 mmol) obtained in Reference Example 1, and in the same manner as in Reference Example 1A, the title compound (166 mg, 95%) was obtained. Reactants: C, CC(C)(C)OC(=O)c1ccc(-c2ccccc2)cc1NC(=O)c1cc(N2CCOCC2)ccc1OCc1ccccc1, CCOC(C)=O, CO, [Pd]. As a reaction SMILES: [C:51].[CH2:1]([c:2]1[cH:3][cH:4][cH:5][cH:6][cH:7]1)[O:8][c:9]1[c:10]([C:11](=[O:12])[NH:13][c:14]2[c:15]([C:16](=[O:17])[O:18][C:19]([CH3:20])([CH3:21])[CH3:22])[cH:23][cH:24][c:25](-[c:27]3[cH:28][cH:29][cH:30][cH:31][cH:32]3)[cH:26]2)[cH:33][c:34]([N:37]2[CH2:38][CH2:39][O:40][CH2:41][CH2:42]2)[cH:35][cH:36]1.[CH3:43][CH2:44][O:45][C:46](=[O:47])[CH3:48].[CH3:49][OH:50].[Pd:52]>>[OH:8][c:9]1[c:10]([C:11](=[O:12])[NH:13][c:14]2[c:15]([C:16](=[O:17])[O:18][C:19]([CH3:20])([CH3:21])[CH3:22])[cH:23][cH:24][c:25](-[c:27]3[cH:28][cH:29][cH:30][cH:31][cH:32]3)[cH:26]2)[cH:33][c:34]([N:37]2[CH2:38][CH2:39][O:40][CH2:41][CH2:42]2)[cH:35][cH:36]1. Product: CC(C)(C)OC(=O)c1ccc(-c2ccccc2)cc1NC(=O)c1cc(N2CCOCC2)ccc1O. The reactants are O=[N+]([O-])c1ccc(Br)cn1, [Cl-], [H-], [H][H], [Na+], [Na+], CN(C)C=O, O, Oc1ccccc1. The product is O=[N+]([O-])c1ccc(Oc2ccccc2)cn1. RXN SMILES: [Br:10][c:11]1[cH:12][cH:13][c:14]([N+:17](=[O:18])[O-:19])[n:15][cH:16]1.[Cl-:20].[H-:8].[H:27][H:28].[Na+:21].[Na+:9].[O:22]=[CH:23][N:24]([CH3:25])[CH3:26].[OH2:29].[OH:1][c:2]1[cH:3][cH:4][cH:5][cH:6][cH:7]1>>[O:1]([c:2]1[cH:3][cH:4][cH:5][cH:6][cH:7]1)[c:11]1[cH:12][cH:13][c:14]([N+:17](=[O:18])[O-:19])[n:15][cH:16]1. The reactants are CC(C)(C)c1ccc2c(c1)CCC(=O)C2, C1CCNC1, Cc1ccccc1, O, Cc1ccc(S(=O)(=O)O)cc1. Yields the product CC(C)(C)c1ccc2c(c1)CCC(N1CCCC1)=C2. Reaction SMILES: [C:1]([CH3:2])([CH3:3])([CH3:4])[c:5]1[cH:6][c:7]2[c:12]([cH:13][cH:14]1)[CH2:11][C:10](=[O:15])[CH2:9][CH2:8]2.[CH2:16]1[CH2:17][CH2:18][NH:19][CH2:20]1.[CH3:33][c:34]1[cH:35][cH:36][cH:37][cH:38][cH:39]1.[OH2:32].[c:21]1([CH3:22])[cH:23][cH:24][c:25]([S:26]([OH:27])(=[O:28])=[O:29])[cH:30][cH:31]1>>[C:1]([CH3:2])([CH3:3])([CH3:4])[c:5]1[cH:6][c:7]2[c:12]([cH:13][cH:14]1)[CH:11]=[C:10]([N:19]1[CH2:18][CH2:17][CH2:16][CH2:20]1)[CH2:9][CH2:8]2. Starting materials: NC1=C(C=C(C(=O)NC2=NC(=C(C=C2)C)C)C=C1)[N+](=O)[O-] (4-amino-N-(5,6-dimethylpyridin-2-yl)-3-nitrobenzamide), [H][H] (hydrogen). The solvent is C(C)(=O)OCC.C(C)O (ethyl acetate ethanol). Yields the product NC=1C=C(C(=O)NC2=NC(=C(C=C2)C)C)C=CC1N (3,4-diamino-N-(5,6-dimethylpyridin-2-yl)-benzamide). Procedure: A mixture of 4-amino-N-(5,6-dimethylpyridin-2-yl)-3-nitrobenzamide (470 mg, 1.64 mmol) and of 5% platinum on carbon (60 mg) in 50 mL of ethyl acetate/ethanol (1:1) was stirred in under a hydrogen balloon. When the reaction was complete by LC/MS, the mixture was filtered through Celite to remove catalyst, and the filtrate was removed under reduced pressure to afford 3,4-diamino-N-(5,6-dimethylpyridin-2-yl)-benzamide. The reagents and catalysts are [Pt] (platinum on carbon). RXN SMILES: [NH2:1][C:2]1[CH:18]=[CH:17][C:5]([C:6]([NH:8][C:9]2[CH:14]=[CH:13][C:12]([CH3:15])=[C:11]([CH3:16])[N:10]=2)=[O:7])=[CH:4][C:3]=1[N+:19]([O-])=O.[H][H]>[Pt].C(OCC)(=O)C.C(O)C>[NH2:19][C:3]1[CH:4]=[C:5]([CH:17]=[CH:18][C:2]=1[NH2:1])[C:6]([NH:8][C:9]1[CH:14]=[CH:13][C:12]([CH3:15])=[C:11]([CH3:16])[N:10]=1)=[O:7] |f:3.4|.